This data is from the Open Reaction Database (ORD), a public repository of structured organic reaction records. The task is: describe an organic reaction: reactants, conditions, products, and yield The reactants are C(C)(C)(C)OC(=O)N1CC2=CC(=CC=C2CC1)CBr (tert-butyl-7-(bromomethyl)-3,4-dihydroisoquinoline-2(1H)-carboxylate), [C-]#N.[Na+] (sodium cyanide). Solvent: CN(C)C=O (DMF), [Cl-].[Na+].O (Brine). Run at time 2 hour. The product is C(C)(C)(C)OC(=O)N1CC2=CC(=CC=C2CC1)CC#N (tert-Butyl-7-(cyanomethyl)-3,4-dihydroisoquinoline-2(1H)-carboxylate). Yield: 94.5%. As a reaction SMILES: [C:1]([O:5][C:6]([N:8]1[CH2:17][CH2:16][C:15]2[C:10](=[CH:11][C:12]([CH2:18]Br)=[CH:13][CH:14]=2)[CH2:9]1)=[O:7])([CH3:4])([CH3:3])[CH3:2].[C-:20]#[N:21].[Na+]>CN(C=O)C.[Cl-].[Na+].O>[C:1]([O:5][C:6]([N:8]1[CH2:17][CH2:16][C:15]2[C:10](=[CH:11][C:12]([CH2:18][C:20]#[N:21])=[CH:13][CH:14]=2)[CH2:9]1)=[O:7])([CH3:4])([CH3:3])[CH3:2] |f:1.2,4.5.6|. Reported procedure: To a solution of 21.76 mmol of tert-butyl-7-(bromomethyl)-3,4-dihydroisoquinoline-2(1H)-carboxylate in 80 ml DMF were added at 0° C. 65.3 mmol sodium cyanide in small portions. The mixture was stirred at room temperature for 2 h. Brine solution was added to the mixture and the aqueous phase was extracted with EtOAc. The combined organic layers were washed with brine, dried over MgSO4 and filtered. Evaporation of the solvent gave 5.6 g of a brown oil. The material was purified by flash chromatogr... Reactants: CC(N)CCCc1ccc(CCCCNC(=O)OCc2ccccc2)cc1, O=CNc1cc(C(O)CBr)ccc1OCc1ccccc1, ClC(Cl)Cl, [K+], [K+], O=C([O-])[O-]. The product is CC(CCCc1ccc(CCCCNC(=O)OCc2ccccc2)cc1)NCC(O)c1ccc(OCc2ccccc2)c(NC=O)c1. As a reaction SMILES: [CH2:1]([c:2]1[cH:3][cH:4][cH:5][cH:6][cH:7]1)[O:8][C:9]([NH:10][CH2:11][CH2:12][CH2:13][CH2:14][c:15]1[cH:16][cH:17][c:18]([CH2:21][CH2:22][CH2:23][CH:24]([CH3:25])[NH2:26])[cH:19][cH:20]1)=[O:27].[CH2:28]([c:29]1[cH:30][cH:31][cH:32][cH:33][cH:34]1)[O:35][c:36]1[c:37]([NH:46][CH:47]=[O:48])[cH:38][c:39]([CH:42]([CH2:43][Br:44])[OH:45])[cH:40][cH:41]1.[CH:55]([Cl:56])([Cl:57])[Cl:58].[K+:49].[K+:50].[O-:51][C:52]([O-:53])=[O:54]>>[CH2:1]([c:2]1[cH:3][cH:4][cH:5][cH:6][cH:7]1)[O:8][C:9]([NH:10][CH2:11][CH2:12][CH2:13][CH2:14][c:15]1[cH:16][cH:17][c:18]([CH2:21][CH2:22][CH2:23][CH:24]([CH3:25])[NH:26][CH2:43][CH:42]([c:39]2[cH:38][c:37]([NH:46][CH:47]=[O:48])[c:36]([O:35][CH2:28][c:29]3[cH:30][cH:31][cH:32][cH:33][cH:34]3)[cH:41][cH:40]2)[OH:45])[cH:19][cH:20]1)=[O:27]. Starting materials: BrC=1SC(=C(N1)C)C(=O)NCC=1C=NC=CC1 (2-bromo-4-methyl-N-(pyridin-3-ylmethyl)thiazole-5-carboxamide), C(C1=CC=CC=C1)OCN1N=C(N=N1)[Sn](CCCC)(CCCC)CCCC (2-(benzyloxymethyl)-5-(tributylstannyl)-2H-tetrazole). The reagents and catalysts are [Cu]I (copper(I) iodide), C=1C=CC(=CC1)[P](C=2C=CC=CC2)(C=3C=CC=CC3)[Pd]([P](C=4C=CC=CC4)(C=5C=CC=CC5)C=6C=CC=CC6)([P](C=7C=CC=CC7)(C=8C=CC=CC8)C=9C=CC=CC9)[P](C=1C=CC=CC1)(C=1C=CC=CC1)C=1C=CC=CC1 (tetrakis(triphenylphosphine)palladium(0)). Solvent: C1(=CC=CC=C1)C (toluene). Reaction conditions: temperature 85 celsius. Product: C(C1=CC=CC=C1)OCN1N=C(N=N1)C=1SC(=C(N1)C)C(=O)NCC=1C=NC=CC1 (2-(2-(benzyloxymethyl)-2H-tetrazol-5-yl)-4-methyl-N-(pyridin-3-ylmethyl)thiazole-5-carboxamide). Yield: 48.0%. Reaction SMILES: Br[C:2]1[S:3][C:4]([C:8]([NH:10][CH2:11][C:12]2[CH:13]=[N:14][CH:15]=[CH:16][CH:17]=2)=[O:9])=[C:5]([CH3:7])[N:6]=1.[CH2:18]([O:25][CH2:26][N:27]1[N:31]=[N:30][C:29]([Sn](CCCC)(CCCC)CCCC)=[N:28]1)[C:19]1[CH:24]=[CH:23][CH:22]=[CH:21][CH:20]=1>C1(C)C=CC=CC=1.[Cu]I.C1C=CC([P]([Pd]([P](C2C=CC=CC=2)(C2C=CC=CC=2)C2C=CC=CC=2)([P](C2C=CC=CC=2)(C2C=CC=CC=2)C2C=CC=CC=2)[P](C2C=CC=CC=2)(C2C=CC=CC=2)C2C=CC=CC=2)(C2C=CC=CC=2)C2C=CC=CC=2)=CC=1>[CH2:18]([O:25][CH2:26][N:27]1[N:31]=[N:30][C:29]([C:2]2[S:3][C:4]([C:8]([NH:10][CH2:11][C:12]3[CH:13]=[N:14][CH:15]=[CH:16][CH:17]=3)=[O:9])=[C:5]([CH3:7])[N:6]=2)=[N:28]1)[C:19]1[CH:20]=[CH:21][CH:22]=[CH:23][CH:24]=1 |^1:57,59,78,97|. Procedure details: To a mixture of 2-bromo-4-methyl-N-(pyridin-3-ylmethyl)thiazole-5-carboxamide (0.10 g, 0.32 mmol), copper(I) iodide (0.002 g, 0.009 mmol), tetrakis(triphenylphosphine)palladium(0) (0.011 g, 0.009 mmol) in anhydrous toluene (3 mL) was added 2-(benzyloxymethyl)-5-(tributylstannyl)-2H-tetrazole (0.018 g, 0.39 mmol, prepared following the procedure described in Tetrahedron Letters, 41, (2000), 2805-2809) and the reaction mixture was heated at 85° C. in a sealed tube for 6 hours. The reaction mixture... Starting materials: COc1ccccc1Sc1ccc(-c2ccnc(Cl)c2)cc1C(F)(F)F, OC1CCNC1, OC1CCNCC1. Yields the product COc1ccccc1Sc1ccc(-c2ccnc(N3CCC(O)CC3)c2)cc1C(F)(F)F. As a reaction SMILES: [Cl:1][c:2]1[n:3][cH:4][cH:5][c:6](-[c:8]2[cH:9][c:10]([C:23]([F:24])([F:25])[F:26])[c:11]([S:14][c:15]3[c:16]([O:21][CH3:22])[cH:17][cH:18][cH:19][cH:20]3)[cH:12][cH:13]2)[cH:7]1.[OH:27][CH:28]1[CH2:29][CH2:30][NH:31][CH2:32]1.[OH:33][CH:34]1[CH2:35][CH2:36][NH:37][CH2:38][CH2:39]1>>[c:2]1([N:37]2[CH2:36][CH2:35][CH:34]([OH:33])[CH2:39][CH2:38]2)[n:3][cH:4][cH:5][c:6](-[c:8]2[cH:9][c:10]([C:23]([F:24])([F:25])[F:26])[c:11]([S:14][c:15]3[c:16]([O:21][CH3:22])[cH:17][cH:18][cH:19][cH:20]3)[cH:12][cH:13]2)[cH:7]1.